From a dataset of the Open Reaction Database (ORD), a public repository of structured organic reaction records. describe an organic reaction: reactants, conditions, products, and yield Starting materials: CCC(=O)CCCCCC(NC(=O)OC(C)(C)C)C(=O)O, O=C([O-])[O-], CCO, COc1cc(C(=O)CCl)nc2ccccc12, [Cs+], [Cs+]. Yields the product CCC(=O)CCCCCC(NC(=O)OC(C)(C)C)C(=O)OCC(=O)c1cc(OC)c2ccccc2n1. RXN SMILES: [C:1]([CH3:2])([CH3:3])([CH3:4])[O:5][C:6](=[O:7])[NH:8][CH:9]([C:10](=[O:11])[OH:12])[CH2:13][CH2:14][CH2:15][CH2:16][CH2:17][C:18]([CH2:19][CH3:20])=[O:21].[C:22](=[O:23])([O-:24])[O-:25].[CH3:44][CH2:45][OH:46].[Cl:28][CH2:29][C:30](=[O:31])[c:32]1[n:33][c:34]2[cH:35][cH:36][cH:37][cH:38][c:39]2[c:40]([O:42][CH3:43])[cH:41]1.[Cs+:26].[Cs+:27]>>[C:1]([CH3:2])([CH3:3])([CH3:4])[O:5][C:6](=[O:7])[NH:8][CH:9]([C:10](=[O:11])[O:12][CH2:29][C:30](=[O:31])[c:32]1[n:33][c:34]2[cH:35][cH:36][cH:37][cH:38][c:39]2[c:40]([O:42][CH3:43])[cH:41]1)[CH2:13][CH2:14][CH2:15][CH2:16][CH2:17][C:18]([CH2:19][CH3:20])=[O:21].